describe an organic reaction: reactants, conditions, products, and yield From a dataset of the Open Reaction Database (ORD), a public repository of structured organic reaction records. Reactants: COC(=O)c1nn(-c2ccccc2)nc1C, CO, C[O-], CN(C)C=O, Cl, N=C(N)N, [Na+], C1CCOC1, O. Product: Cl, Cc1nn(-c2ccccc2)nc1C(=O)NC(=N)N. Reaction SMILES: [CH3:14][c:15]1[n:16][n:17](-[c:24]2[cH:25][cH:26][cH:27][cH:28][cH:29]2)[n:18][c:19]1[C:20](=[O:21])[O:22][CH3:23].[CH3:30][OH:31].[CH3:6][O-:7].[CH3:9][N:10]([CH3:11])[CH:12]=[O:13].[ClH:1].[NH2:2][C:3](=[NH:4])[NH2:5].[Na+:8].[O:33]1[CH2:34][CH2:35][CH2:36][CH2:37]1.[OH2:32]>>[ClH:1].[NH:2]=[C:3]([NH:4][C:20]([c:19]1[c:15]([CH3:14])[n:16][n:17](-[c:24]2[cH:25][cH:26][cH:27][cH:28][cH:29]2)[n:18]1)=[O:21])[NH2:5]. Starting materials: OC1=CC=C(C=C1)C(C)(C)C1=CC=C(C=C1)O (bisphenol A), CC(C)(C1=CC=C(C=C1)OCC2CO2)C3=CC=C(C=C3)OCC4CO4 (diglycidyl ether of bisphenol A), epoxy, 189, C(CCC)P(CCCC)CCCC (tributylphosphine), epoxy. The product is C1=CC=C(C(=C1)C2=CC(=CC=C2)O)O (diphenol). As a reaction SMILES: O[C:2]1[CH:7]=[CH:6][C:5]([C:8]([C:11]2[CH:16]=[CH:15][C:14]([OH:17])=[CH:13]C=2)(C)C)=[CH:4][CH:3]=1.CC(C1C=CC(OCC2OC2)=CC=1)(C1C=CC([O:27]CC2OC2)=CC=1)C.C(P(CCCC)CCCC)CCC>>[CH:7]1[CH:6]=[C:5]([C:8]2[CH:11]=[CH:16][CH:15]=[C:14]([OH:17])[CH:13]=2)[C:4]([OH:27])=[CH:3][CH:2]=1. Reported procedure: 152 g of bisphenol A, 63 g of a diglycidyl ether of bisphenol A having an epoxy equivalent weight of 189 and 0.1 g of tributylphosphine were heated at 160° C. for 1 hour. Afterwards the epoxy was no longer detectable, and a chain-extended diphenol had formed. 53.8 g of isopropanol, 129 g of di-n-butylamine, 31.5 g of paraformaldehyde and 17.6 g of isobutanol were added and the mixture was heated at 80° C. for 2 hours. The product had a solids content of 80% by weight. The reactants are O=[N+]([O-])c1cccc(S(=O)(=O)Cl)c1, C1CCOC1, OCCNCCO. Yields the product O=[N+]([O-])c1cccc(S(=O)(=O)N(CCO)CCO)c1. As a reaction SMILES: [N+:8](=[O:9])([O-:10])[c:11]1[cH:12][c:13]([S:17](=[O:18])(=[O:19])[Cl:20])[cH:14][cH:15][cH:16]1.[O:21]1[CH2:22][CH2:23][CH2:24][CH2:25]1.[OH:1][CH2:2][CH2:3][NH:4][CH2:5][CH2:6][OH:7]>>[OH:1][CH2:2][CH2:3][N:4]([CH2:5][CH2:6][OH:7])[S:17]([c:13]1[cH:12][c:11]([N+:8](=[O:9])[O-:10])[cH:16][cH:15][cH:14]1)(=[O:18])=[O:19]. Reactants: ClC(=O)N1C2=C(NC(C3=C1C=CC(=C3)C)=O)C=CC=N2 (11-(chlorocarbonyl)-5,11-dihydro-8-methyl-6H-pyrido[2,3-b][1,4]benzodiazepin-6-one), C(C)N(CC)CC1N(CCCC1)CCN (2-[2-[(diethylamino)methyl]-piperidin-1-yl]ethanamine). Solvent: C(C)#N (acetonitrile). Product: C(C)N(CC)CC1N(CCCC1)CCNC(=O)N1C2=C(NC(C3=C1C=CC(=C3)C)=O)C=CC=N2 (11-[[[2-[2-[(Diethylamino)methyl]-piperidin-1-yl]ethyl]amino]carbonyl]-5,11-dihydro-8-methyl-6H-pyrido[2,3-b][1,4]benzodiazepin-6-one). Isolated yield 55.0%. RXN SMILES: Cl[C:2]([N:4]1[C:10]2[CH:11]=[CH:12][C:13]([CH3:15])=[CH:14][C:9]=2[C:8](=[O:16])[NH:7][C:6]2[CH:17]=[CH:18][CH:19]=[N:20][C:5]1=2)=[O:3].[CH2:21]([N:23]([CH2:26][CH:27]1[CH2:32][CH2:31][CH2:30][CH2:29][N:28]1[CH2:33][CH2:34][NH2:35])[CH2:24][CH3:25])[CH3:22]>C(#N)C>[CH2:21]([N:23]([CH2:26][CH:27]1[CH2:32][CH2:31][CH2:30][CH2:29][N:28]1[CH2:33][CH2:34][NH:35][C:2]([N:4]1[C:10]2[CH:11]=[CH:12][C:13]([CH3:15])=[CH:14][C:9]=2[C:8](=[O:16])[NH:7][C:6]2[CH:17]=[CH:18][CH:19]=[N:20][C:5]1=2)=[O:3])[CH2:24][CH3:25])[CH3:22]. Reported procedure: Prepared analogously to Example 2 from 11-(chlorocarbonyl)-5,11-dihydro-8-methyl-6H-pyrido[2,3-b][1,4]benzodiazepin-6-one and 2-[2-[(diethylamino)methyl]-piperidin-1-yl]ethanamine in a yield of 55% of theory. Colourless crystals, m.p. 148°-150° C. (acetonitrile). Starting materials: BrCC1CC1 ((bromomethyl)cyclopropane), O=C(CC)N(C1=CC=CC=C1)C1(CCNCC1)C(=O)OC (methyl 4-[N-(1-oxopropyl)-N-phenylamino]-4-piperidinecarboxylate), C([O-])([O-])=O.[Na+].[Na+] (sodium carbonate), [I-].[K+] (potassium iodide). Run in CC1=CC=CC=C1 (methylbenzene). Yields the product C(C(=O)O)(=O)O.C1(CC1)CN1CCC(CC1)(C(=O)OC)N(C1=CC=CC=C1)C(CC)=O (methyl 1-(cyclopropylmethyl)-4-[N-(1-oxopropyl)-N-phenylamino]-4-piperidinecarboxylate ethanedioate). As a reaction SMILES: Br[CH2:2][CH:3]1[CH2:5][CH2:4]1.[O:6]=[C:7]([N:10]([C:17]1([C:23]([O:25][CH3:26])=[O:24])[CH2:22][CH2:21][NH:20][CH2:19][CH2:18]1)[C:11]1[CH:16]=[CH:15][CH:14]=[CH:13][CH:12]=1)[CH2:8][CH3:9].[C:27](=[O:30])([O-:29])[O-].[Na+].[Na+].[I-].[K+]>CC1C=CC=CC=1>[C:23]([OH:25])(=[O:24])[C:27]([OH:29])=[O:30].[CH:5]1([CH2:4][N:20]2[CH2:21][CH2:22][C:17]([N:10]([C:7](=[O:6])[CH2:8][CH3:9])[C:11]3[CH:12]=[CH:13][CH:14]=[CH:15][CH:16]=3)([C:23]([O:25][CH3:26])=[O:24])[CH2:18][CH2:19]2)[CH2:3][CH2:2]1 |f:2.3.4,5.6,8.9|. Procedure details: A mixture of 4.5 parts of (bromomethyl)cyclopropane, 4.8 parts of methyl 4-[N-(1-oxopropyl)-N-phenylamino]-4-piperidinecarboxylate, 5 parts of sodium carbonate, 0.3 parts of potassium iodide and 63 parts of methylbenzene is stirred and refluxed for 4 h. The reaction mixture is cooled and filtered. The filtrate is washed with water, dried, filtered and evaporated. The oily residue is dissolved in petroleumether. The solution is filtered and the filtrate is evaporated. The oily residue is purified... Starting materials: CC1=CC=C(O1)C=O (5-methyl-2-furaldehyde), C(CCC(=O)OCC)(=O)OCC (diethyl succinate), CC[O-].[Na+] (Sodium ethylate). The solvent is C(C)O (ethanol). Product: C(C)OC(=O)C(CC(=O)O)=CC=1OC(=CC1)C (3-(Ethoxycarbonyl)-4-(5-methyl-2-furyl)but-3-enoic Acid). Yield: 20.9%. Reaction SMILES: CC[O-].[Na+].[CH3:5][C:6]1[O:10][C:9]([CH:11]=O)=[CH:8][CH:7]=1.[C:13]([O:22]CC)(=[O:21])[CH2:14][CH2:15][C:16]([O:18][CH2:19][CH3:20])=[O:17]>C(O)C>[CH2:19]([O:18][C:16]([C:15](=[CH:11][C:9]1[O:10][C:6]([CH3:5])=[CH:7][CH:8]=1)[CH2:14][C:13]([OH:22])=[O:21])=[O:17])[CH3:20] |f:0.1|. Procedure details: Sodium ethylate (74.2 g, 1.09 mol) was added under vigorous stirring to a solution of 5-methyl-2-furaldehyde 1 (100 g, 0.91 mol) and diethyl succinate (316 g, 1.81 mol) in ethanol (1 L). The reaction mixture was refluxed for 8 h and evaporated in vacuum (˜20 mmHg) at 50° C. until the solvent distillation ceased. The obtained residue was diluted with 500 mL of 10% HCl and 500 mL of ethyl acetate. The mixture was shaken. The organic layer was separated, diluted with 500 mL of a saturated aqueous s... Reactants: C1=CC=CC=2CNCC3=C(C21)C=CC=C3 (6,7-dihydro-5H-dibenz[c,e]azepine), NC(=O)N (urea). Reaction conditions: temperature 120 celsius, time 15 minute. Product: C1=CC=CC=2CN(CC3=C(C21)C=CC=C3)C(=O)N (5,7-dihydro-6H-dibenz[c,e]azepine-6-carboxamide). RXN SMILES: [CH:1]1[C:11]2[C:10]3[CH:12]=[CH:13][CH:14]=[CH:15][C:9]=3[CH2:8][NH:7][CH2:6][C:5]=2[CH:4]=[CH:3][CH:2]=1.[NH2:16][C:17](N)=[O:18]>>[CH:1]1[C:11]2[C:10]3[CH:12]=[CH:13][CH:14]=[CH:15][C:9]=3[CH2:8][N:7]([C:17]([NH2:16])=[O:18])[CH2:6][C:5]=2[CH:4]=[CH:3][CH:2]=1. Procedure details: A mixture of 1.95 g of 6,7-dihydro-5H-dibenz[c,e]azepine and 3 g of urea is stirred at 120° C. for 15 minutes and then poured onto ice/water. After extracting the resulting aqueous mixture with methylene chloride the combined extracts are washed with water, dried over anhydrous sodium sulphate and evaporated. The solid residue is recrystallized from n-hexane/ethyl acetate, and in this manner there is obtained pure 5,7-dihydro-6H-dibenz[c,e]azepine-6-carboxamide, m.p. 212°-214° C.